Dataset: the Open Reaction Database (ORD), a public repository of structured organic reaction records. Task: describe an organic reaction: reactants, conditions, products, and yield The yield is 81.5%. The reactants are CS(=O)C (DMSO), TEA, C(C(=O)Cl)(=O)Cl (oxalyl chloride), C(=O)(OC(C)(C)C)N1[C@H](C(=O)OC)CC(C1)O (N-(BOC)-4-hydroxy-(L)-proline, methyl ester). Procedure: A solution of 3.5 mL (40.2 mmol) of oxalyl chloride in 20 mL of CH2Cl2 was cooled in a −78° C. bath and 3.5 mL (49.3 mmol) of dry DMSO was added. After 30 min, a solution of 5.31 g (23 mmol) of N-(BOC)-4-hydroxy-(L)-proline, methyl ester was added. A precipitate developed during the addition. After 30 min at −78° C., 15 mL (107 mmol) of TEA was added. Another 30 mL of CH2Cl2 was added to the reaction mixture to facilitate stirring and cold bath was removed. After 1.5 hr the solution was partitio... Reaction conditions: time 30 minute. As a reaction SMILES: C(Cl)(=O)C(Cl)=O.CS(C)=O.[C:11]([N:18]1[CH2:26][CH:25]([OH:27])[CH2:24][C@H:19]1[C:20]([O:22][CH3:23])=[O:21])([O:13][C:14]([CH3:17])([CH3:16])[CH3:15])=[O:12]>C(Cl)Cl>[C:11]([N:18]1[CH2:26][C:25](=[O:27])[CH2:24][C@H:19]1[C:20]([O:22][CH3:23])=[O:21])([O:13][C:14]([CH3:17])([CH3:16])[CH3:15])=[O:12]. Run in C(Cl)Cl (CH2Cl2), C(Cl)Cl (CH2Cl2). Yields the product C(=O)(OC(C)(C)C)N1[C@H](C(=O)OC)CC(C1)=O (N-(BOC)-4-oxo-(L)-proline, methyl ester). Starting materials: CO, COC(=O)c1cc(OC)c(Nc2ncc3c(n2)N(C2CCCC2)CC(F)(F)C(=O)N3C)cc1F, [Na+], C1CCOC1, [OH-]. The product is COc1cc(C(=O)O)c(F)cc1Nc1ncc2c(n1)N(C1CCCC1)CC(F)(F)C(=O)N2C. Reaction SMILES: [CH3:37][OH:38].[CH3:3][O:4][C:5]([c:6]1[c:7]([F:35])[cH:8][c:9]([NH:14][c:15]2[n:16][cH:17][c:18]3[c:19]([n:34]2)[N:20]([CH:29]2[CH2:30][CH2:31][CH2:32][CH2:33]2)[CH2:21][C:22]([F:27])([F:28])[C:23](=[O:26])[N:24]3[CH3:25])[c:10]([O:12][CH3:13])[cH:11]1)=[O:36].[Na+:2].[O:39]1[CH2:40][CH2:41][CH2:42][CH2:43]1.[OH-:1]>>[O:4]=[C:5]([c:6]1[c:7]([F:35])[cH:8][c:9]([NH:14][c:15]2[n:16][cH:17][c:18]3[c:19]([n:34]2)[N:20]([CH:29]2[CH2:30][CH2:31][CH2:32][CH2:33]2)[CH2:21][C:22]([F:27])([F:28])[C:23](=[O:26])[N:24]3[CH3:25])[c:10]([O:12][CH3:13])[cH:11]1)[OH:36].